From a dataset of the Open Reaction Database (ORD), a public repository of structured organic reaction records. describe an organic reaction: reactants, conditions, products, and yield The reactants are [BH4-], C[O-], CO, CN1CCC(Oc2cccc(N)n2)CC1, [K+], [Na+], [Na+], [OH-]. Yields the product CNc1cccc(OC2CCN(C)CC2)n1. RXN SMILES: [BH4-:19].[CH3:1][O-:2].[CH3:23][OH:24].[CH3:4][N:5]1[CH2:6][CH2:7][CH:8]([O:11][c:12]2[cH:13][cH:14][cH:15][c:16]([NH2:18])[n:17]2)[CH2:9][CH2:10]1.[K+:22].[Na+:20].[Na+:3].[OH-:21]>>[CH3:1][NH:18][c:16]1[cH:15][cH:14][cH:13][c:12]([O:11][CH:8]2[CH2:7][CH2:6][N:5]([CH3:4])[CH2:10][CH2:9]2)[n:17]1.